Dataset: the Open Reaction Database (ORD), a public repository of structured organic reaction records. Task: describe an organic reaction: reactants, conditions, products, and yield Product: CC(C)n1nc(-c2nc(Cl)c(N)nc2-c2ccccc2)ccc1=O. Starting materials: CCOC(C)=O, O=C1CCC(=O)N1Cl, CC(C)n1nc(-c2ncc(N)nc2-c2ccccc2)ccc1=O, CN(C)C=O, O. As a reaction SMILES: [CH3:33][CH2:34][O:35][C:36]([CH3:37])=[O:38].[Cl:24][N:25]1[C:26](=[O:27])[CH2:28][CH2:29][C:30]1=[O:31].[NH2:1][c:2]1[n:3][c:4](-[c:18]2[cH:19][cH:20][cH:21][cH:22][cH:23]2)[c:5](-[c:8]2[cH:9][cH:10][c:11](=[O:17])[n:12]([CH:14]([CH3:15])[CH3:16])[n:13]2)[n:6][cH:7]1.[O:39]=[CH:40][N:41]([CH3:42])[CH3:43].[OH2:32]>>[NH2:1][c:2]1[n:3][c:4](-[c:18]2[cH:19][cH:20][cH:21][cH:22][cH:23]2)[c:5](-[c:8]2[cH:9][cH:10][c:11](=[O:17])[n:12]([CH:14]([CH3:15])[CH3:16])[n:13]2)[n:6][c:7]1[Cl:24]. Reactants: C(C)(C)S(=O)(=O)C=1C=CC(=C(C(=O)C2=C(C=CC=C2)F)C1)N1C(=NN=C1CCC)CN1C(C=2C(C1=O)=CC=CC2)=O (5-isopropylsulfonyl-2'-fluoro-2-[3-(phthalimidomethyl)-5-propyl-4H-1,2,4-triazol-4-yl]benzophenone), O.NN (hydrazine hydrate). The solvent is CO (methanol). Product: C(CC)C1=NN=C2N1C1=C(C(=NC2)C2=C(C=CC=C2)F)C=C(C=C1)S(=O)(=O)C(C)C (1-propyl-8-isopropylsulfonyl-6-(o-fluorophenyl)-4H-s-triazolo[4,3-a][1,4]-benzodiazepine). Reaction SMILES: [CH:1]([S:4]([C:7]1[CH:8]=[CH:9][C:10]([N:22]2[C:26]([CH2:27][CH2:28][CH3:29])=[N:25][N:24]=[C:23]2[CH2:30][N:31]2C(=O)C3=CC=CC=C3C2=O)=[C:11]([CH:21]=1)[C:12]([C:14]1[CH:19]=[CH:18][CH:17]=[CH:16][C:15]=1[F:20])=O)(=[O:6])=[O:5])([CH3:3])[CH3:2].O.NN>CO>[CH2:27]([C:26]1[N:22]2[C:10]3[CH:9]=[CH:8][C:7]([S:4]([CH:1]([CH3:3])[CH3:2])(=[O:6])=[O:5])=[CH:21][C:11]=3[C:12]([C:14]3[CH:19]=[CH:18][CH:17]=[CH:16][C:15]=3[F:20])=[N:31][CH2:30][C:23]2=[N:24][N:25]=1)[CH2:28][CH3:29] |f:1.2|. Procedure details: In the manner given in Example 5, a solution of 5-isopropylsulfonyl-2'-fluoro-2-[3-(phthalimidomethyl)-5-propyl-4H-1,2,4-triazol-4-yl]benzophenone in methanol was heated with hydrazine hydrate to give 1-propyl-8-isopropylsulfonyl-6-(o-fluorophenyl)-4H-s-triazolo[4,3-a][1,4]-benzodiazepine. Reactants: CC(C)(C)OC(=O)N1CCC(C#CCO)CC1, CS(=O)(=O)Cl, CN(C)c1ccncc1, ClCCl, O, c1ccncc1. Product: CC(C)(C)OC(=O)N1CCC(C#CCOS(C)(=O)=O)CC1. As a reaction SMILES: [C:1]([CH3:2])([CH3:3])([CH3:4])[O:5][C:6](=[O:7])[N:8]1[CH2:9][CH2:10][CH:11]([C:14]#[C:15][CH2:16][OH:17])[CH2:12][CH2:13]1.[CH3:18][S:19](=[O:20])(=[O:21])[Cl:22].[CH3:33][N:34]([c:35]1[cH:36][cH:37][n:38][cH:39][cH:40]1)[CH3:41].[Cl:30][CH2:31][Cl:32].[OH2:29].[cH:23]1[cH:24][cH:25][n:26][cH:27][cH:28]1>>[C:1]([CH3:2])([CH3:3])([CH3:4])[O:5][C:6](=[O:7])[N:8]1[CH2:9][CH2:10][CH:11]([C:14]#[C:15][CH2:16][O:17][S:19]([CH3:18])(=[O:20])=[O:21])[CH2:12][CH2:13]1. As a reaction SMILES: [Cl:12][CH2:13][CH:14]=[C:15]([CH3:16])[CH3:17].[nH:1]1[cH:2][cH:3][c:4]2[c:5]([CH:10]=[O:11])[cH:6][cH:7][cH:8][c:9]12>>[n:1]1([CH2:13][CH:14]=[C:15]([CH3:16])[CH3:17])[cH:2][cH:3][c:4]2[c:5]([CH:10]=[O:11])[cH:6][cH:7][cH:8][c:9]12. The reactants are CC(C)=CCCl, O=Cc1cccc2[nH]ccc12. Product: CC(C)=CCn1ccc2c(C=O)cccc21. Reactants: IC1=CNC2=CC=CC=C12 (3-iodo-1H-indole), ethyl acetate petroleum ether, C(C)(=O)O (acetic acid). Run at temperature 90 celsius, time 1 hour. Yields the product C(C)(=O)OC1=CNC2=CC=CC=C12 (1H-indol-3-yl acetate). RXN SMILES: I[C:2]1[C:10]2[C:5](=[CH:6][CH:7]=[CH:8][CH:9]=2)[NH:4][CH:3]=1.[C:11]([OH:14])(=[O:13])[CH3:12]>>[C:11]([O:14][C:2]1[C:10]2[C:5](=[CH:6][CH:7]=[CH:8][CH:9]=2)[NH:4][CH:3]=1)(=[O:13])[CH3:12]. Procedure: Into a 500 mL round bottom flask was placed a solution of 3-iodo-1H-indole (23 g, 94.65 mmol) in acetic acid (300 mL). To the mixture was added CH3COOAg (31.6 g, 189.22 mmol). The resulting solution was allowed to react, with stirring, for 1 hour while the temperature was maintained at 90° C. in a bath of oil. The reaction progress was monitored by TLC (ethyl acetate/petroleum ether=1:1). A filtration was performed. The filtrate was concentrated by evaporation under vacuum using a rotary evapora... Starting materials: O=C(O)CCCCCCCCCBr, CCCS, CO, [K+], [OH-], O. The product is CCCSCCCCCCCCCC(=O)O. Reaction SMILES: [Br:1][CH2:2][CH2:3][CH2:4][CH2:5][CH2:6][CH2:7][CH2:8][CH2:9][CH2:10][C:11](=[O:12])[OH:13].[CH2:17]([CH2:18][CH3:19])[SH:20].[CH3:21][OH:22].[K+:15].[OH-:14].[OH2:16]>>[CH2:2]([CH2:3][CH2:4][CH2:5][CH2:6][CH2:7][CH2:8][CH2:9][CH2:10][C:11](=[O:12])[OH:13])[S:20][CH2:17][CH2:18][CH3:19].